From a dataset of the Open Reaction Database (ORD), a public repository of structured organic reaction records. describe an organic reaction: reactants, conditions, products, and yield Reactants: ClC=1C=CC(=C(C(=O)O)C1C)OC (5-Chloro-2-methoxy-6-methylbenzoic acid), COC=1C=C(C=C(C1OC(CC)=O)OC)C (3,5-dimethoxy-4-propionyloxytoluene), O=P12OP3(=O)OP(=O)(O1)OP(=O)(O2)O3 (P2O5). Run in ClCCl (dichloromethane). Yields the product ClC=1C=CC(=C(C(=O)C2=C(C(=C(C=C2C)OC)OC(CC)=O)OC)C1C)OC (5-chloro-6,6'-dimethyl-3'-propionyloxy-2,2',4'-trimethoxybenzophenone). RXN SMILES: [Cl:1][C:2]1[CH:3]=[CH:4][C:5]([O:12][CH3:13])=[C:6]([C:10]=1[CH3:11])[C:7]([OH:9])=O.[CH3:14][O:15][C:16]1[CH:17]=[C:18]([CH3:29])[CH:19]=[C:20]([O:27][CH3:28])[C:21]=1[O:22][C:23](=[O:26])[CH2:24][CH3:25].O=P12OP3(OP(OP(O3)(O1)=O)(=O)O2)=O>ClCCl>[Cl:1][C:2]1[CH:3]=[CH:4][C:5]([O:12][CH3:13])=[C:6]([C:10]=1[CH3:11])[C:7]([C:19]1[C:18]([CH3:29])=[CH:17][C:16]([O:15][CH3:14])=[C:21]([O:22][C:23](=[O:26])[CH2:24][CH3:25])[C:20]=1[O:27][CH3:28])=[O:9]. Procedure: 5-Chloro-2-methoxy-6-methylbenzoic acid (6.00 g, 0.03 mol) is reacted with 3,5-dimethoxy-4-propionyloxytoluene (6.73 g; 0.03 mol) in the presence of P2O5 (18.0 g) and dichloromethane (200 ml) as described in Example 6 yielding white crystals, 6.65 g (56.4% ), mp 150-151° C.